From a dataset of the Open Reaction Database (ORD), a public repository of structured organic reaction records. describe an organic reaction: reactants, conditions, products, and yield Reactants: CCOC(=O)c1cnc2[nH]ccc2c1N1CCC(CN2C(=O)c3ccccc3C2=O)(c2ccc(Cl)cc2)CC1, C1COCCO1, Cl, [Na+], [OH-]. Yields the product O=C(O)c1cnc2[nH]ccc2c1N1CCC(CN2C(=O)c3ccccc3C2=O)(c2ccc(Cl)cc2)CC1. RXN SMILES: [CH2:1]([CH3:2])[O:3][C:4](=[O:5])[c:6]1[c:7]([N:15]2[CH2:16][CH2:17][C:18]([CH2:21][N:22]3[C:23](=[O:32])[c:24]4[cH:25][cH:26][cH:27][cH:28][c:29]4[C:30]3=[O:31])([c:33]3[cH:34][cH:35][c:36]([Cl:39])[cH:37][cH:38]3)[CH2:19][CH2:20]2)[c:8]2[c:9]([n:10][cH:11]1)[nH:12][cH:13][cH:14]2.[CH2:43]1[O:44][CH2:45][CH2:46][O:47][CH2:48]1.[ClH:40].[Na+:42].[OH-:41]>>[O:3]=[C:4]([OH:5])[c:6]1[c:7]([N:15]2[CH2:16][CH2:17][C:18]([CH2:21][N:22]3[C:23](=[O:32])[c:24]4[cH:25][cH:26][cH:27][cH:28][c:29]4[C:30]3=[O:31])([c:33]3[cH:34][cH:35][c:36]([Cl:39])[cH:37][cH:38]3)[CH2:19][CH2:20]2)[c:8]2[c:9]([n:10][cH:11]1)[nH:12][cH:13][cH:14]2.